From a dataset of the Open Reaction Database (ORD), a public repository of structured organic reaction records. describe an organic reaction: reactants, conditions, products, and yield The reactants are ClC1=NC(=NC(=N1)N(C1CC(N(C(C1)(C)C)OC1CCCCC1)(C)C)CCCC)N(C1CC(N(C(C1)(C)C)OC1CCCCC1)(C)C)CCCC (2-chloro-4,6-bis[N-(1-cyclohexyloxy-2,2,6,6-tetramethylpiperidin-4-yl)-n-butylamino]-1,3,5-triazine), N1CCOCC1 (morpholine), [OH-].[Na+] (sodium hydroxide). Run in C1(=CC=CC=C1)C (toluene). The product is C1(CCCCC1)ON1C(CC(CC1(C)C)N(C1=NC(=NC(=N1)N(C1CC(N(C(C1)(C)C)OC1CCCCC1)(C)C)CCCC)N1CCOCC1)CCCC)(C)C (2,4-Bis[N-(1-cyclohexyloxy-2,2,6,6-tetramethylpiperidin-4-yl)-n-butylamino]-6-morpholino-1,3,5-triazine). Yield: 55.0%. RXN SMILES: Cl[C:2]1[N:7]=[C:6]([N:8]([CH2:26][CH2:27][CH2:28][CH3:29])[CH:9]2[CH2:14][C:13]([CH3:16])([CH3:15])[N:12]([O:17][CH:18]3[CH2:23][CH2:22][CH2:21][CH2:20][CH2:19]3)[C:11]([CH3:25])([CH3:24])[CH2:10]2)[N:5]=[C:4]([N:30]([CH2:48][CH2:49][CH2:50][CH3:51])[CH:31]2[CH2:36][C:35]([CH3:38])([CH3:37])[N:34]([O:39][CH:40]3[CH2:45][CH2:44][CH2:43][CH2:42][CH2:41]3)[C:33]([CH3:47])([CH3:46])[CH2:32]2)[N:3]=1.[NH:52]1[CH2:57][CH2:56][O:55][CH2:54][CH2:53]1.[OH-].[Na+]>C1(C)C=CC=CC=1>[CH:40]1([O:39][N:34]2[C:33]([CH3:47])([CH3:46])[CH2:32][CH:31]([N:30]([CH2:48][CH2:49][CH2:50][CH3:51])[C:4]3[N:5]=[C:6]([N:8]([CH2:26][CH2:27][CH2:28][CH3:29])[CH:9]4[CH2:10][C:11]([CH3:24])([CH3:25])[N:12]([O:17][CH:18]5[CH2:19][CH2:20][CH2:21][CH2:22][CH2:23]5)[C:13]([CH3:15])([CH3:16])[CH2:14]4)[N:7]=[C:2]([N:52]4[CH2:57][CH2:56][O:55][CH2:54][CH2:53]4)[N:3]=3)[CH2:36][C:35]2([CH3:37])[CH3:38])[CH2:41][CH2:42][CH2:43][CH2:44][CH2:45]1 |f:2.3|. Reported procedure: A mixture of 10.0 g (13.7 mmol) of 2-chloro-4,6-bis[N-(1-cyclohexyloxy-2,2,6,6-tetramethylpiperidin-4-yl)-n-butylamino]-1,3,5-triazine (see Example 75), 1.43 g (16.4 mmol) of morpholine, 0.8 g of sodium hydroxide, and 30 g of toluene is heated at reflux for four hours. Water is collected in a Dean-Stark trap. The liquid phase is decanted and residual solids are washed with toluene. The combined organic solutions are dried over magnesium sulfate and concentrated to give a viscous oil. Purificatio... Conditions: time 1 hour. Reaction SMILES: [CH2:1]([O:8][C:9]1[CH:10]=[C:11]2[C:15](=[CH:16][CH:17]=1)[NH:14][CH:13]=[C:12]2[CH2:18][CH2:19][N:20]1[C:28](=[O:29])[C:27]2[C:22](=[CH:23][CH:24]=[CH:25][CH:26]=2)[C:21]1=[O:30])[C:2]1[CH:7]=[CH:6][CH:5]=[CH:4][CH:3]=1.[CH:31]([Si:34](OS(C(F)(F)F)(=O)=O)([CH:38]([CH3:40])[CH3:39])[CH:35]([CH3:37])[CH3:36])([CH3:33])[CH3:32].C([O-])(O)=O.[Na+]>C1COCC1>[CH2:1]([O:8][C:9]1[CH:10]=[C:11]2[C:15](=[CH:16][CH:17]=1)[N:14]([Si:34]([CH:38]([CH3:40])[CH3:39])([CH:35]([CH3:37])[CH3:36])[CH:31]([CH3:33])[CH3:32])[CH:13]=[C:12]2[CH2:18][CH2:19][N:20]1[C:21](=[O:30])[C:22]2[C:27](=[CH:26][CH:25]=[CH:24][CH:23]=2)[C:28]1=[O:29])[C:2]1[CH:3]=[CH:4][CH:5]=[CH:6][CH:7]=1 |f:2.3|. The product is C(C1=CC=CC=C1)OC=1C=C2C(=CN(C2=CC1)[Si](C(C)C)(C(C)C)C(C)C)CCN1C(C2=CC=CC=C2C1=O)=O (2-(2-(5-benzyloxy-1-triisopropylsilanyl-1H-indol-3-yl)ethyl)isoindole-1,3-dione). Reactants: C(C1=CC=CC=C1)OC=1C=C2C(=CNC2=CC1)CCN1C(C2=CC=CC=C2C1=O)=O (2-(2-(5-benzyloxy-1H-indol-3-yl)ethyl)isoindole-1,3-dione), C(=O)(O)[O-].[Na+] (NaHCO3), C(C)(C)[Si](C(C)C)(C(C)C)OS(=O)(=O)C(F)(F)F (triisopropylsilyltrifluoromethanesulfonate). Reported procedure: Combine a mixture of an oil dispersion of KH (40%, 1 g) in 30 mL anhydrous THF and a suspension of 2-(2-(5-benzyloxy-1H-indol-3-yl)ethyl)isoindole-1,3-dione (1.2 g, 3 mmol) in 30 mL THF portionwise. Stir for 1 hour at ambient temperature, cooled to 0° C., add triisopropylsilyltrifluoromethanesulfonate (1.85 g, 6 mmol) and stir an additional 1 hour at ambient temperature. Pour the reaction into a rapidly stirring solution of saturated NaHCO3 and extract with 2×50 mL EtOAc. Combine the organic lay... The solvent is C1CCOC1 (THF), C1CCOC1 (THF). Starting materials: C(OC)COC (dimethoxyethane), C(C)(C)(C)OC(=O)N1CCN(CC1)C(=O)C1=NC=C(C=N1)Br (1-(tert-butoxycarbonyl)-4-[(5-bromopyrimidin-2-yl)carbonyl]piperazine), N1=CC=C(C=C1)B(O)O ((pyridin-4-yl)boronic acid), [F-].[Cs+] (cesium fluoride). Reagents/catalysts: C=1C=CC(=CC1)[P](C=2C=CC=CC2)(C=3C=CC=CC3)[Pd]([P](C=4C=CC=CC4)(C=5C=CC=CC5)C=6C=CC=CC6)([P](C=7C=CC=CC7)(C=8C=CC=CC8)C=9C=CC=CC9)[P](C=1C=CC=CC1)(C=1C=CC=CC1)C=1C=CC=CC1 (tetrakis(triphenylphosphine)palladium). Run in CO (methanol). Product: C(C)(C)(C)OC(=O)N1CCN(CC1)C(=O)C1=NC=C(C=N1)C1=CC=NC=C1 (1-(tert-Butoxycarbonyl)-4-[[5-(4-pyridyl)pyrimidin-2-yl]carbonyl]piperazine). RXN SMILES: C(COC)OC.[C:7]([O:11][C:12]([N:14]1[CH2:19][CH2:18][N:17]([C:20]([C:22]2[N:27]=[CH:26][C:25](Br)=[CH:24][N:23]=2)=[O:21])[CH2:16][CH2:15]1)=[O:13])([CH3:10])([CH3:9])[CH3:8].[N:29]1[CH:34]=[CH:33][C:32](B(O)O)=[CH:31][CH:30]=1.[F-].[Cs+]>C1C=CC([P]([Pd]([P](C2C=CC=CC=2)(C2C=CC=CC=2)C2C=CC=CC=2)([P](C2C=CC=CC=2)(C2C=CC=CC=2)C2C=CC=CC=2)[P](C2C=CC=CC=2)(C2C=CC=CC=2)C2C=CC=CC=2)(C2C=CC=CC=2)C2C=CC=CC=2)=CC=1.CO>[C:7]([O:11][C:12]([N:14]1[CH2:19][CH2:18][N:17]([C:20]([C:22]2[N:27]=[CH:26][C:25]([C:32]3[CH:33]=[CH:34][N:29]=[CH:30][CH:31]=3)=[CH:24][N:23]=2)=[O:21])[CH2:16][CH2:15]1)=[O:13])([CH3:10])([CH3:9])[CH3:8] |f:3.4,^1:43,45,64,83|. Procedure details: To a mixed solvent of dimethoxyethane (60 ml) and methanol (120 ml) were added 1-(tert-butoxycarbonyl)-4-[(5-bromopyrimidin-2-yl)carbonyl]piperazine (2.97 g), (pyridin-4-yl)boronic acid (1.48 g), cesium fluoride (4.25 g) and tetrakis(triphenylphosphine)palladium (924 mg). After purging with argon, the reaction mixture was refluxed for 19 hours. The solvent was then distilled off under reduced pressure. The residue was purified by moderate-pressure chromatography on a silica gel column (size D, m... The reactants are COC(C1=C(C=CC=C1)S(N[C@@H](CNC(C1=CC=C(C=C1)CCC(=O)OC)=O)C(=O)OC(C)(C)C)(=O)=O)=O (2-((1S)-1-tert-butoxycarbonyl-2-(4-(2-methoxycarbonyl-ethyl)-benzoylamino)-ethylsulfamoyl)-benzoic acid methyl ester), NC=1NCCCN1 (2-amino-1,4,5,6-tetrahydropyrimidine). The solvent is CN(C=O)C (dimethylformamide). Run at time 20 hour. Yields the product C(C)(C)(C)OC([C@H](CNC(C1=CC=C(C=C1)CCC(NC=1NCCCN1)=O)=O)NS(=O)(=O)C1=C(C=CC=C1)C(NC=1NCCCN1)=O)=O ((2S)-2-(2-(1,4,5,6-Tetrahydropyrimidin-2-ylcarbamoyl)-benzenesulfonylamino)-3-(4-(2-(1,4,5,6-tetrahydropyrimidin-2-ylcarbamoyl)-ethyl)-benzoylamino)-propionic acid tert-butyl ester). RXN SMILES: CO[C:3](=[O:38])[C:4]1[CH:9]=[CH:8][CH:7]=[CH:6][C:5]=1[S:10](=[O:37])(=[O:36])[NH:11][C@H:12]([C:29]([O:31][C:32]([CH3:35])([CH3:34])[CH3:33])=[O:30])[CH2:13][NH:14][C:15](=[O:28])[C:16]1[CH:21]=[CH:20][C:19]([CH2:22][CH2:23][C:24](OC)=[O:25])=[CH:18][CH:17]=1.[NH2:39][C:40]1[NH:41][CH2:42][CH2:43][CH2:44][N:45]=1>CN(C)C=O>[C:32]([O:31][C:29](=[O:30])[C@@H:12]([NH:11][S:10]([C:5]1[CH:6]=[CH:7][CH:8]=[CH:9][C:4]=1[C:3](=[O:38])[NH:39][C:40]1[NH:45][CH2:44][CH2:43][CH2:42][N:41]=1)(=[O:37])=[O:36])[CH2:13][NH:14][C:15](=[O:28])[C:16]1[CH:21]=[CH:20][C:19]([CH2:22][CH2:23][C:24](=[O:25])[NH:39][C:40]2[NH:45][CH2:44][CH2:43][CH2:42][N:41]=2)=[CH:18][CH:17]=1)([CH3:35])([CH3:34])[CH3:33]. Procedure details: 75 mg (0.13 mmol) of 2-((1S)-1-tert-butoxycarbonyl-2-(4-(2-methoxycarbonyl-ethyl)-benzoylamino)-ethylsulfamoyl)-benzoic acid methyl ester was dissolved in 1 ml of dimethylformamide and 68 mg (0.69 mmol) of 2-amino-1,4,5,6-tetrahydropyrimidine was added. The reaction was stirred at room temperature for 20 hours. The solvent was removed in vacuo and the residue was chromatographed on silica gel eluting with dichloromethane/methanol (1/1), followed by dichloromethane/methanol/acetic acid/water (85/...